Dataset: the Open Reaction Database (ORD), a public repository of structured organic reaction records. Task: describe an organic reaction: reactants, conditions, products, and yield Reactants: NCCC1=NN=C2N1C1=C(C(=NC2)C2=CC=CC=C2)C=C(C=C1)F (1-(2-aminoethyl)-8-fluoro-6-phenyl-4H-s-triazolo[4,3-a][1,4]benzodiazepine), C=O (formaldehyde), C(C)(=O)O (acetic acid), C(#N)[BH3-].[Na+] (sodium cyanoborohydride), C(CN)N (ethylenediamine). Solvent: C(C)#N (acetonitrile). The product is CN(C)CCN1N=C2N(C3=C(C(=NC2)C2=CC=CC=C2)C=C(C=C3)F)C1 (2-[(dimethylamino)-ethyl]-8-fluoro-6-phenyl-4H-s-triazolo[4,3-a][1,4]benzodiazepine). As a reaction SMILES: NCC[C:4]1[N:8]2[C:9]3[CH:23]=[CH:22][C:21]([F:24])=[CH:20][C:10]=3[C:11]([C:14]3[CH:19]=[CH:18][CH:17]=[CH:16][CH:15]=3)=[N:12][CH2:13][C:7]2=[N:6][N:5]=1.C=O.[C:27]([BH3-])#[N:28].[Na+].[CH2:31](N)CN.[C:35](O)(=O)[CH3:36]>C(#N)C>[CH3:31][N:28]([CH2:35][CH2:36][N:5]1[CH2:4][N:8]2[C:9]3[CH:23]=[CH:22][C:21]([F:24])=[CH:20][C:10]=3[C:11]([C:14]3[CH:15]=[CH:16][CH:17]=[CH:18][CH:19]=3)=[N:12][CH2:13][C:7]2=[N:6]1)[CH3:27] |f:2.3|. Procedure details: In the manner given in Example 22, 1-(2-aminoethyl)-8-fluoro-6-phenyl-4H-s-triazolo[4,3-a][1,4]benzodiazepine in acetonitrile is treated with 37% aqueous formaldehyde and acetic acid and thereafter with sodium cyanoborohydride and the resulting boron complex is warmed with aqueous ethylenediamine to give 1-[2-[(dimethylamino)-ethyl]-8-fluoro-6-phenyl-4H-s-triazolo[4,3-a][1,4]benzodiazepine.